From a dataset of the Open Reaction Database (ORD), a public repository of structured organic reaction records. describe an organic reaction: reactants, conditions, products, and yield The reactants are O=C([O-])[O-], CCOC(C)=O, CN=C=O, CCc1cc(Oc2ncc(C(F)(F)F)cc2Cl)n[nH]1, Cl, [K+], [K+]. Product: CCc1cc(Oc2ncc(C(F)(F)F)cc2Cl)nn1C(=O)NC. RXN SMILES: [C:1](=[O:2])([O-:3])[O-:4].[CH3:31][CH2:32][O:33][C:34](=[O:35])[CH3:36].[CH3:7][N:8]=[C:9]=[O:10].[Cl:11][c:12]1[c:13]([O:22][c:23]2[n:24][nH:25][c:26]([CH2:28][CH3:29])[cH:27]2)[n:14][cH:15][c:16]([C:18]([F:19])([F:20])[F:21])[cH:17]1.[ClH:30].[K+:5].[K+:6]>>[CH3:7][NH:8][C:9](=[O:10])[n:25]1[n:24][c:23]([O:22][c:13]2[c:12]([Cl:11])[cH:17][c:16]([C:18]([F:19])([F:20])[F:21])[cH:15][n:14]2)[cH:27][c:26]1[CH2:28][CH3:29].